Dataset: the Open Reaction Database (ORD), a public repository of structured organic reaction records. Task: describe an organic reaction: reactants, conditions, products, and yield Reactants: CC1(C)CO1 (isobutylene oxide), OC1=CC=C(C=C1)N1C(CC(C1)COC1=CC=C(C(=O)OC)C=C1)=O (Methyl 4-[1-[4-hydroxyphenyl)-2-pyrrolidon-4-yl]methoxybenzoate), C([O-])([O-])=O.[K+].[K+] (potassium carbonate), CC1(C)CO1 (isobutylene oxide). The solvent is CN(C=O)C (dimethylformamide). Conditions: temperature 80 celsius, time 17 hour. Product: OC(COC1=CC=C(C=C1)N1C(CC(C1)COC1=CC=C(C(=O)OC)C=C1)=O)(C)C (Methyl 4-[1-[4-(2-hydroxy-2-methylpropoxy)phenyl] -2-pyrrolidon-4-yl]methoxybenzoate). Reaction SMILES: [OH:1][C:2]1[CH:7]=[CH:6][C:5]([N:8]2[CH2:12][CH:11]([CH2:13][O:14][C:15]3[CH:24]=[CH:23][C:18]([C:19]([O:21][CH3:22])=[O:20])=[CH:17][CH:16]=3)[CH2:10][C:9]2=[O:25])=[CH:4][CH:3]=1.C(=O)([O-])[O-].[K+].[K+].[CH3:32][C:33]1([O:36][CH2:35]1)[CH3:34]>CN(C)C=O>[OH:36][C:33]([CH3:35])([CH3:34])[CH2:32][O:1][C:2]1[CH:7]=[CH:6][C:5]([N:8]2[CH2:12][CH:11]([CH2:13][O:14][C:15]3[CH:16]=[CH:17][C:18]([C:19]([O:21][CH3:22])=[O:20])=[CH:23][CH:24]=3)[CH2:10][C:9]2=[O:25])=[CH:4][CH:3]=1 |f:1.2.3|. Procedure: Methyl 4-[1-[4-hydroxyphenyl)-2-pyrrolidon-4-yl]methoxybenzoate (2.00 g) and potassium carbonate (1.62 g) are dissolved and suspended in dimethylformamide (20 ml) and thereto is added isobutylene oxide (1.06 ml). The mixture is stirred at 80° C. for 17 hours and thereto is added isobutylene oxide (1.06 ml), and the mixture is further heated with stirring for 5 hours. The reaction mixture is concentrated under reduced pressure and thereto is added water. The insoluble material is collected by fil... Reactants: ClCC1=CC=CC2=CC=CC=C12 (1-(Chloromethyl)naphthalene), C([O-])([O-])=O.[K+].[K+] (potassium carbonate), CN1C(N(C=2C(C1=O)=CNN2)CC(=C)C)=O (5-methyl-7-(2-methyl-2-propenyl)-2H-pyrazolo[3,4-d]pyrimidine-4,6[5H,7H]-dione). Run in CC(=O)C (acetone). Reaction conditions: time 16 hour. Yields the product CN1C(N(C=2C(C1=O)=CN(N2)CC2=CC=CC1=CC=CC=C21)CC(=C)C)=O (5-Methyl-7-(2-methyl-2-propenyl)-2-(1-naphthalenylmethyl)-2H-pyrazolo-[3,4-d]pyrimidine-4,6[5H,7H]-dione). As a reaction SMILES: Cl[CH2:2][C:3]1[C:12]2[C:7](=[CH:8][CH:9]=[CH:10][CH:11]=2)[CH:6]=[CH:5][CH:4]=1.C(=O)([O-])[O-].[K+].[K+].[CH3:19][N:20]1[C:25](=[O:26])[C:24]2=[CH:27][NH:28][N:29]=[C:23]2[N:22]([CH2:30][C:31]([CH3:33])=[CH2:32])[C:21]1=[O:34]>CC(C)=O>[CH3:19][N:20]1[C:25](=[O:26])[C:24]2=[CH:27][N:28]([CH2:2][C:3]3[C:12]4[C:7](=[CH:8][CH:9]=[CH:10][CH:11]=4)[CH:6]=[CH:5][CH:4]=3)[N:29]=[C:23]2[N:22]([CH2:30][C:31]([CH3:33])=[CH2:32])[C:21]1=[O:34] |f:1.2.3|. Reported procedure: 1-(Chloromethyl)naphthalene (0.214 ml) and potassium carbonate (0.60 g) were added to a suspension of 5-methyl-7-(2-methyl-2-propenyl)-2H-pyrazolo[3,4-d]pyrimidine-4,6[5H,7H]-dione (0.215 g) in acetone (10 ml). The mixture was stirred at room temperature for 16 hours and then heated at reflux for 2 hours. The mixture was filtered and the filtrate was evaporated under reduced pressure. The residue was purified by column chromatography over silica eluting with ethyl acetate:hexane (2:1) followed b...